From a dataset of the Open Reaction Database (ORD), a public repository of structured organic reaction records. describe an organic reaction: reactants, conditions, products, and yield Starting materials: C1(CCCCO1)=O (δ-valerolactone), [OH-].[Na+] (sodium hydroxide). Reaction conditions: temperature 65 celsius. The product is OCCCCC(=O)[O-].[Na+] (Sodium 5-Hydroxypentanoate). Reaction SMILES: [C:1]1(=[O:7])[O:6][CH2:5][CH2:4][CH2:3][CH2:2]1.[OH-:8].[Na+:9]>>[OH:8][CH2:5][CH2:4][CH2:3][CH2:2][C:1]([O-:6])=[O:7].[Na+:9] |f:1.2,3.4|. Reported procedure: A suspension of 800 mg (8.0 mmol) of δ-valerolactone in 8 mL (8.0 mmol, 1.0 equiv) of 1N aqueous sodium hydroxide was heated at 65° C. overnight. The clear solution was cooled and concentrated. Toluene was added and the resultant slurry was concentrated to give a white solid: IR (nujol mull) 1550 cm-1.